From a dataset of the Open Reaction Database (ORD), a public repository of structured organic reaction records. describe an organic reaction: reactants, conditions, products, and yield Reactants: O=C([O-])[O-], CC#N, CCCCCCCCI, [K+], [K+], O=Cc1ccc(O)cc1. Yields the product CCCCCCCCOc1ccc(C=O)cc1. As a reaction SMILES: [C:10](=[O:11])([O-:12])[O-:13].[CH3:25][C:26]#[N:27].[I:16][CH2:17][CH2:18][CH2:19][CH2:20][CH2:21][CH2:22][CH2:23][CH3:24].[K+:14].[K+:15].[OH:1][c:2]1[cH:3][cH:4][c:5]([CH:6]=[O:7])[cH:8][cH:9]1>>[O:1]([c:2]1[cH:3][cH:4][c:5]([CH:6]=[O:7])[cH:8][cH:9]1)[CH2:17][CH2:18][CH2:19][CH2:20][CH2:21][CH2:22][CH2:23][CH3:24]. Starting materials: OCCNCc1ccccc1, CCOC(C)=O, Clc1nc2ccccc2s1. The product is OCCN(Cc1ccccc1)c1nc2ccccc2s1. As a reaction SMILES: [CH2:11]([c:12]1[cH:13][cH:14][cH:15][cH:16][cH:17]1)[NH:18][CH2:19][CH2:20][OH:21].[CH3:22][CH2:23][O:24][C:25](=[O:26])[CH3:27].[Cl:1][c:2]1[s:3][c:4]2[c:5]([n:6]1)[cH:7][cH:8][cH:9][cH:10]2>>[c:2]1([N:18]([CH2:11][c:12]2[cH:13][cH:14][cH:15][cH:16][cH:17]2)[CH2:19][CH2:20][OH:21])[s:3][c:4]2[c:5]([n:6]1)[cH:7][cH:8][cH:9][cH:10]2. Starting materials: ice water, BrC1=CC(=C(C(=C1)C)C=1C=C(N2C1N=C(C=C2SC)C)C#N)C (8-(4-bromo-2,6-dimethyl-phenyl)-2-methyl-4-methylsulfanyl-pyrrolo[1,2-a]pyrimidine-6-carbonitrile), [OH-].[Na+] (NaOH). The solvent is OS(=O)(=O)O (H2SO4). Reaction conditions: temperature 60 celsius. The product is BrC1=CC(=C(C(=C1)C)C=1C=C(N2C1N=C(C=C2SC)C)C(=O)N)C (8-(4-bromo-2,6-dimethyl-phenyl)-2-methyl-4-methylsulfanyl-pyrrolo[1,2-a]pyrimidine-6-carboxylic acid amide). Reaction SMILES: [Br:1][C:2]1[CH:7]=[C:6]([CH3:8])[C:5]([C:9]2[CH:10]=[C:11]([C:21]#[N:22])[N:12]3[C:17]([S:18][CH3:19])=[CH:16][C:15]([CH3:20])=[N:14][C:13]=23)=[C:4]([CH3:23])[CH:3]=1.[OH-:24].[Na+]>OS(O)(=O)=O>[Br:1][C:2]1[CH:7]=[C:6]([CH3:8])[C:5]([C:9]2[CH:10]=[C:11]([C:21]([NH2:22])=[O:24])[N:12]3[C:17]([S:18][CH3:19])=[CH:16][C:15]([CH3:20])=[N:14][C:13]=23)=[C:4]([CH3:23])[CH:3]=1 |f:1.2|. Procedure: 8-(4-bromo-2,6-dimethyl-phenyl)-2-methyl-4-methylsulfanyl-pyrrolo[1,2-a]pyrimidine-6-carbonitrile (5.70 g) was added into conc. H2SO4 (100 mL) and heated for 60° C. for 5 hours. The reaction mixture was cooled to room temperature, poured into ice-water and then 10% aqueous NaOH solution was added to make the aqueous mixture alkaline (pH=8) and extracted with ethyl acetate. The organic layer was washed with brine, dried over anhydrous sodium sulfate and filtered. The filtrate was concentrated und... The reactants are C(C#CC)OC1=CC=C(C=C1)C[C@@H](C(N(C)C)=O)NC(OC(C)(C)C)=O (tert-Butyl [(S)-2-(4-but-2-ynyloxy-phenyl)-1-dimethylcarbamoyl-ethyl]-carbamate). Run in Cl.C(C)(=O)OCC (hydrogen chloride ethyl acetate). Conditions: time 7 hour. Product: N[C@H](C(=O)N(C)C)CC1=CC=C(C=C1)OCC#CC ((S)-2-Amino-3-(4-but-2-ynyloxy-phenyl)-N,N-dimethyl-propionamide). Yield: 112.2%. As a reaction SMILES: [CH2:1]([O:5][C:6]1[CH:11]=[CH:10][C:9]([CH2:12][C@H:13]([NH:19]C(=O)OC(C)(C)C)[C:14](=[O:18])[N:15]([CH3:17])[CH3:16])=[CH:8][CH:7]=1)[C:2]#[C:3][CH3:4]>Cl.C(OCC)(=O)C>[NH2:19][C@@H:13]([CH2:12][C:9]1[CH:8]=[CH:7][C:6]([O:5][CH2:1][C:2]#[C:3][CH3:4])=[CH:11][CH:10]=1)[C:14]([N:15]([CH3:16])[CH3:17])=[O:18] |f:1.2|. Procedure: tert-Butyl [(S)-2-(4-but-2-ynyloxy-phenyl)-1-dimethylcarbamoyl-ethyl]-carbamate (227 mg, 0.630 mmol) was dissolved in a solution (10 mL) of 1 M hydrogen chloride/ethyl acetate, and the mixture was stirred at room temperature for 7 hours. The reaction mixture was concentrated under reduced pressure to obtain the title compound (184 mg, 94%). The reactants are ClCCl, CC(C)(CO)c1ccc(-c2ccco2)cc1. The product is CC(C)(C=O)c1ccc(-c2ccco2)cc1. RXN SMILES: [Cl:17][CH2:18][Cl:19].[o:1]1[c:2](-[c:6]2[cH:7][cH:8][c:9]([C:12]([CH2:13][OH:14])([CH3:15])[CH3:16])[cH:10][cH:11]2)[cH:3][cH:4][cH:5]1>>[o:1]1[c:2](-[c:6]2[cH:7][cH:8][c:9]([C:12]([CH:13]=[O:14])([CH3:15])[CH3:16])[cH:10][cH:11]2)[cH:3][cH:4][cH:5]1.